From a dataset of the Open Reaction Database (ORD), a public repository of structured organic reaction records. describe an organic reaction: reactants, conditions, products, and yield Starting materials: BrC1=CC=C(C=C1)I (1-bromo-4-iodobenzene), [Li]CCCC (n-BuLi), O=C1CN(C1)C(=O)OC(C)(C)C (tert-butyl 3-oxoazetidine-1-carboxylate). Run in O1CCCC1.C(C)OCC (tetrahydrofuran diethyl ether), C1CCOC1 (THF). Conditions: temperature -78 celsius, time 1.5 hour. The product is BrC1=CC=C(C=C1)C1(CN(C1)C(=O)OC(C)(C)C)O (t-Butyl 3-(4-bromophenyl)-3-hydroxyazetidine-1-carboxylate). Yield: 27.6%. Reaction SMILES: [Br:1][C:2]1[CH:7]=[CH:6][C:5](I)=[CH:4][CH:3]=1.[Li]CCCC.[O:14]=[C:15]1[CH2:18][N:17]([C:19]([O:21][C:22]([CH3:25])([CH3:24])[CH3:23])=[O:20])[CH2:16]1>O1CCCC1.C(OCC)C.C1COCC1>[Br:1][C:2]1[CH:7]=[CH:6][C:5]([C:15]2([OH:14])[CH2:16][N:17]([C:19]([O:21][C:22]([CH3:24])([CH3:23])[CH3:25])=[O:20])[CH2:18]2)=[CH:4][CH:3]=1 |f:3.4|. Procedure: Into a 1-L 3-necked round-bottom flask, purged and maintained with an inert atmosphere of nitrogen, was placed a solution of 1-bromo-4-iodobenzene (25.0 g, 88.4 mmol) in tetrahydrofuran/diethyl ether (400/200 mL). The solution was cooled to −78° C. then n-BuLi (2.5 M, 37.1 mL, 92.8 mmol) was added drop-wise over 10 min. To the resulting mixture was added tert-butyl 3-oxoazetidine-1-carboxylate (16.6 g, 97.0 mmol) in THF (100 mL) drop-wise at −78° C. The resulting mixture was stirred for 1.5 h at...